Dataset: the Open Reaction Database (ORD), a public repository of structured organic reaction records. Task: describe an organic reaction: reactants, conditions, products, and yield Starting materials: FC(S(=O)(=O)OC1=C(C=C(C(=C1)F)F)[Si](C)(C)C)(F)F (4,5-difluoro-2-(trimethylsilyl)phenyl trifluoromethanesulfonate), [F-].[Cs+] (Cesium Fluoride), P([O-])([O-])[O-] (phosphite), C(C)#N (Acetonitrile), CCOC(=O)C (EtOAc). Solvent: Pet Ether. Yields the product FC=1C=C(C=CC1F)P(OCC)(OCC)=O (Diethyl 3,4-difluorophenylphosphonate). As a reaction SMILES: FC(F)(F)S(O[C:7]1[CH:12]=[C:11]([F:13])[C:10]([F:14])=[CH:9][C:8]=1[Si](C)(C)C)(=O)=O.[F-].[Cs+].[P:23]([O-:26])([O-:25])[O-:24].[C:27](#N)[CH3:28].[CH3:30][CH2:31]OC(C)=O>>[F:14][C:10]1[CH:9]=[C:8]([P:23](=[O:26])([O:25][CH2:27][CH3:28])[O:24][CH2:30][CH3:31])[CH:7]=[CH:12][C:11]=1[F:13] |f:1.2|. Procedure details: 4,5-difluoro-2-(trimethylsilyl)phenyl trifluoromethanesulfonate (25 mg, 0.078 mmol), Cesium Fluoride (62 mg, 0.411 mmol), Triethtyl phosphite (50 mg, 0.299 mmol), Acetonitrile (1 ml): Reaction Time 4 h; Rf: 0.5 (2:3 EtOAc:Pet Ether); Thick oil; 14.6 mg, 78%; 1H NMR (500 MHz, CDCl3, TMS) δ 7.67-7.55 (m, 2H), 7.31-7.23 (m, 1H), 4.21-4.05 (m, 4H), 1.34 (t, J=7.0 Hz, 6H); 13C NMR (125 MHz, CDCl3, TMS) δ 153.1 (ddd, J=3.8, 12.4, 255.6 Hz), 150.2 (ddd, J=13.4, 22.9, 252.7 Hz), 128.8 (ddd, J=3.8, 6.7, ... Reactants: Fc1ccc2c(-c3ccc(OCCCBr)cc3)noc2c1, O=C([O-])[O-], CC#N, Cl, [I-], [K+], [K+], [K+], NC1Cc2ccccc2C1. The product is Fc1ccc2c(-c3ccc(OCCCNC4Cc5ccccc5C4)cc3)noc2c1, Cl. RXN SMILES: [Br:1][CH2:2][CH2:3][CH2:4][O:5][c:6]1[cH:7][cH:8][c:9](-[c:12]2[n:13][o:14][c:15]3[c:16]2[cH:17][cH:18][c:19]([F:21])[cH:20]3)[cH:10][cH:11]1.[C:33](=[O:34])([O-:35])[O-:36].[CH3:41][C:42]#[N:43].[ClH:22].[I-:40].[K+:37].[K+:38].[K+:39].[NH2:23][CH:24]1[CH2:25][c:26]2[cH:27][cH:28][cH:29][cH:30][c:31]2[CH2:32]1>>[CH2:2]([CH2:3][CH2:4][O:5][c:6]1[cH:7][cH:8][c:9](-[c:12]2[n:13][o:14][c:15]3[c:16]2[cH:17][cH:18][c:19]([F:21])[cH:20]3)[cH:10][cH:11]1)[NH:23][CH:24]1[CH2:25][c:26]2[cH:27][cH:28][cH:29][cH:30][c:31]2[CH2:32]1.[ClH:22].